From a dataset of the Open Reaction Database (ORD), a public repository of structured organic reaction records. describe an organic reaction: reactants, conditions, products, and yield Reactants: N(=[N+]=[N-])C1=C(C=C(C=C1)Cl)C1CC1 (1-azido-4-chloro-2-cyclopropylbenzene), O=C(CC(=O)OC)C (methyl 3-oxobutanoate), C[O-].[Na+] (sodium methoxide). Solvent: O (water), CO (MeOH). Reaction conditions: time 2.5 hour. Product: ClC1=CC(=C(C=C1)N1N=NC(=C1C)C(=O)O)C1CC1 (1-(4-Chloro-2-cyclopropylphenyl)-5-methyl-1H-1,2,3-triazole-4-carboxylic acid). As a reaction SMILES: [N:1]([C:4]1[CH:9]=[CH:8][C:7]([Cl:10])=[CH:6][C:5]=1[CH:11]1[CH2:13][CH2:12]1)=[N+:2]=[N-:3].O=[C:15]([CH3:21])[CH2:16][C:17]([O:19]C)=[O:18].C[O-].[Na+]>CO.O>[Cl:10][C:7]1[CH:8]=[CH:9][C:4]([N:1]2[C:15]([CH3:21])=[C:16]([C:17]([OH:19])=[O:18])[N:3]=[N:2]2)=[C:5]([CH:11]2[CH2:13][CH2:12]2)[CH:6]=1 |f:2.3|. Reported procedure: To a stirred solution of 1-azido-4-chloro-2-cyclopropylbenzene (204 mg, 1.054 mmol) and methyl 3-oxobutanoate (0.341 ml, 3.16 mmol) in MeOH (2 ml) was added sodium methoxide (5M in MeOH) (1.264 ml, 6.32 mmol) dropwise and the mixture was stirred at RT for 2.5 h. The mixture was heated at 50° C. for 5 hrs and then left to stir at RT for 16 hrs. The resulting mixture was diluted with water, extracted with diethylether (×2) and the organic extracts were discarded. To the aqueous layer was added 6M ... Reactants: HCl Ala-OBzl, Cl (HCl), C1(CCCCC1)N=C=NC1CCCCC1 (dicyclohexylcarbodiimide), N1([C@H](C(=O)O)CCC1)C(=O)OC(C)(C)C (Boc-Pro-OH), ON1N=NC2=C1C=CC=C2 (1-hydroxybenzotriazole), N[C@@H](C)C(=O)N[C@@H](CCCCNC(=O)OCC1=C(Cl)C=CC=C1)C(=O)OCC1=CC=CC=C1 (Ala-Lys(ClZ)-OBzl). Solvent: O1CCCC1 (tetrahydrofuran), C(Cl)(Cl)Cl.CO (chloroform methanol), O1CCCC1 (tetrahydrofuran). Conditions: temperature 0 celsius, time 6 hour. Yields the product N1([C@H](C(=O)N[C@@H](C)C(=O)OCC2=CC=CC=C2)CCC1)C(=O)OC(C)(C)C (Boc-Pro-Ala-OBzl). The yield is 89.0%. As a reaction SMILES: [N:1]1([C:9]([O:11][C:12]([CH3:15])([CH3:14])[CH3:13])=[O:10])[CH2:8][CH2:7][CH2:6][C@H:2]1[C:3]([OH:5])=O.ON1C2C=CC=CC=2N=N1.C1(N=C=NC2CCCCC2)CCCCC1.Cl.N[C@H](C([NH:47][C@H:48]([C:65]([O:67][CH2:68][C:69]1[CH:74]=[CH:73][CH:72]=[CH:71][CH:70]=1)=[O:66])[CH2:49]CCCNC(OCC1C=CC=CC=1Cl)=O)=O)C>O1CCCC1.C(Cl)(Cl)Cl.CO>[N:1]1([C:9]([O:11][C:12]([CH3:15])([CH3:14])[CH3:13])=[O:10])[CH2:8][CH2:7][CH2:6][C@H:2]1[C:3]([NH:47][C@H:48]([C:65]([O:67][CH2:68][C:69]1[CH:74]=[CH:73][CH:72]=[CH:71][CH:70]=1)=[O:66])[CH3:49])=[O:5] |f:6.7|. Reported procedure: At 0° C. the solution of 500 mg (2.326 mmol) of HCl Ala-OBzl in 5 ml of anhydrous tetrahydrofuran was adjusted to pH 9, to which the pre-cold solution of 500 mg (2.326 mmol) of Boc-Pro-OH, 300 mg (2.222 mmol) of 1-hydroxybenzotriazole and 480 mg (2.331 mmol) of dicyclohexylcarbodiimide in 30 ml of anhydrous tetrahydrofuran was added. The reaction mixture was stirred at 0° C. for 2 h and at room temperature for 6 h and TLC (chloroform/methanol, 30:1) indicated complete disappearance of HCl.Ala-Ly... Starting materials: n-bromodecane, [OH-].[Na+] (sodium hydroxide), O (water), C1(=CC=CC=C1)C1=CC=CC=C1 (biphenyl). Solvent: CO (methanol), CO (methanol), CO (methanol). Product: OC1=CC=C(C=C1)C1=CC=C(C=C1)OCCCCCCCCCC (4-hydroxy-4'-decyloxybiphenyl). Reaction SMILES: [C:1]1([C:7]2[CH:12]=[CH:11][CH:10]=[CH:9][CH:8]=2)[CH:6]=[CH:5][CH:4]=[CH:3][CH:2]=1.[OH-:13].[Na+].[OH2:15]>CO>[OH:13][C:4]1[CH:5]=[CH:6][C:1]([C:7]2[CH:8]=[CH:9][C:10]([O:15][CH2:4][CH2:3][CH2:2][CH2:1][CH2:7][CH2:8][CH2:9][CH2:10][CH2:11][CH3:12])=[CH:11][CH:12]=2)=[CH:2][CH:3]=1 |f:1.2|. Procedure details: In 25 ml of methanol was dissolved 5.0 g of biphenyl, and a solution comprising 1.3 g of sodium hydroxide, 1 ml of water and 5 ml of methanol was added to the above solution. The mixture was refluxed under heating, a solution of 5.4 g of n-bromodecane in 5 ml of methanol was dropped into the formed solution, and the mixture was refluxed overnight. The reaction liquid was concentrated under a reduced pressure and the pH value was adjusted to 2 to 3 by water and hydrochloric acid. The mixture was ... The reactants are ice water, ClC1=NC=NC2=CC(=C(C=C12)OC)OCCCN1CCCCC1 (4-chloro-6-methoxy-7-(3-piperidinopropoxy)quinazoline), OC=1C=C2C=C(NC2=CC1)C (5-hydroxy-2-methylindole), C([O-])([O-])=O.[K+].[K+] (potassium carbonate). Solvent: CN(C)C=O (DMF). Conditions: temperature 85 celsius. Yields the product COC=1C=C2C(=NC=NC2=CC1OCCCN1CCCCC1)OC=1C=C2C=C(NC2=CC1)C (6-methoxy-4-(2-methylindol-5-yloxy)-7-(3-piperidinopropoxy)quinazoline). Isolated yield 54.8%. RXN SMILES: Cl[C:2]1[C:11]2[C:6](=[CH:7][C:8]([O:14][CH2:15][CH2:16][CH2:17][N:18]3[CH2:23][CH2:22][CH2:21][CH2:20][CH2:19]3)=[C:9]([O:12][CH3:13])[CH:10]=2)[N:5]=[CH:4][N:3]=1.[OH:24][C:25]1[CH:26]=[C:27]2[C:31](=[CH:32][CH:33]=1)[NH:30][C:29]([CH3:34])=[CH:28]2.C(=O)([O-])[O-].[K+].[K+]>CN(C=O)C>[CH3:13][O:12][C:9]1[CH:10]=[C:11]2[C:6](=[CH:7][C:8]=1[O:14][CH2:15][CH2:16][CH2:17][N:18]1[CH2:23][CH2:22][CH2:21][CH2:20][CH2:19]1)[N:5]=[CH:4][N:3]=[C:2]2[O:24][C:25]1[CH:26]=[C:27]2[C:31](=[CH:32][CH:33]=1)[NH:30][C:29]([CH3:34])=[CH:28]2 |f:2.3.4|. Reported procedure: A solution of 4-chloro-6-methoxy-7-(3-piperidinopropoxy)quinazoline (100 mg, 0.29 mmol), 5-hydroxy-2-methylindole (53 mg, 0.36 mmol), (prepared as described for the starting material in Example 48), and potassium carbonate (62 mg, 0.44 mmol) in DMF (2 ml) was heated at 85° C. for 3 hours, followed by heating at 95° C. for 2 hours. After cooling, ice/water (15 ml) was added and the precipitate was collected by filtration and dried under vacuum. The solid was purified by column chromatography elut... Reactants: FC(S(=O)(=O)OS(=O)(=O)C(F)(F)F)(F)F (trifluoromethanesulphonic anhydride), [N+](=O)([O-])C1=CC=C2CCCC(C2=C1)=O (7-nitrotetralone), C(C)(C)(C)C1=NC(=CC(=C1)C)C(C)(C)C (2,6-di-tert-butyl-4-methylpyridine). Solvent: ClCCl (dichloromethane). Conditions: time 24 hour. The product is [N+](=O)([O-])C=1C=CC2CCC=C(C2C1)OS(=O)(=O)C(F)(F)F (Trifluoromethanesulphonic acid 7-nitro-3,4,4a,8a-tetrahydronaphthalen-1-yl ester). Reaction SMILES: [F:1][C:2]([F:15])([F:14])[S:3]([O:6]S(C(F)(F)F)(=O)=O)(=[O:5])=[O:4].[N+:16]([C:19]1[CH:28]=[C:27]2[C:22]([CH2:23][CH2:24][CH2:25][C:26]2=O)=[CH:21][CH:20]=1)([O-:18])=[O:17].C(C1C=C(C)C=C(C(C)(C)C)N=1)(C)(C)C>ClCCl>[N+:16]([C:19]1[CH:20]=[CH:21][CH:22]2[CH:27]([CH:28]=1)[C:26]([O:6][S:3]([C:2]([F:15])([F:14])[F:1])(=[O:5])=[O:4])=[CH:25][CH2:24][CH2:23]2)([O-:18])=[O:17]. Reported procedure: 9.8 ml of trifluoromethanesulphonic anhydride are poured at 0° C. into a solution of 10 g of 7-nitrotetralone and 11.8 g of 2,6-di-tert-butyl-4-methylpyridine in 365 ml of dichloromethane. After 24 hours at ambient temperature, concentration to dryness and taking up the residue in 200 ml of pentane at reflux for 30 minutes, the precipitate formed is filtered off. The organic phase is washed with a 1N hydrochloric acid solution and then with water, dried over magnesium sulphate and concentrated.